From a dataset of the Open Reaction Database (ORD), a public repository of structured organic reaction records. describe an organic reaction: reactants, conditions, products, and yield The reactants are NN (hydrazine), ClC=1C(=NC=CN1)C(N1C(C2=CC=CC=C2C1=O)=O)C1=CC=C2C=CC=NC2=C1 (2-[(3-chloropyrazin-2-yl)-quinolin-7-ylmethyl]-isoindole-1,3-dione), NN (hydrazine), C(Cl)Cl (CH2Cl2), CCO (EtOH). Reaction conditions: time 2 day. Yields the product C(C=1C(C(=O)O)=CC=CC1)(=O)NN (phthalic hydrazide). Reaction SMILES: ClC1C(C(C2C=C3C(C=CC=N3)=CC=2)N2[C:17](=[O:18])[C:16]3[C:11](=[CH:12][CH:13]=[CH:14][CH:15]=3)[C:10]2=[O:19])=NC=CN=1.[NH2:30][NH2:31].C(Cl)Cl.CC[OH:37]>>[C:17]([NH:30][NH2:31])(=[O:18])[C:16]1[C:11](=[CH:12][CH:13]=[CH:14][CH:15]=1)[C:10]([OH:19])=[O:37]. Procedure: A solution of 2-[(3-chloropyrazin-2-yl)-quinolin-7-ylmethyl]-isoindole-1,3-dione (789 mg, 1.97 mmol) and anhydrous hydrazine (63 μL, 64 mg, 2.0 mmol) in EtOH (4 mL)/CH2Cl2 (2 mL) was stirred at ambient temperature for 1 d. More hydrazine (93 μL, 95 mg, 3.0 mmol) was added, and stirring was continued for 2 d. The solid formed (phthalic hydrazide) was filtered off and washed with EtOH, and the combined filtrate and washings were dried to yield a red, sticky solid. This solid was suspended in CH2Cl... Starting materials: CC(=O)O[BH-](OC(C)=O)OC(C)=O, CN(c1cccc2cc(C3=NCC(C=O)S3)[nH]c12)S(=O)(=O)c1cccs1, [Na+], [Na+], C1CCOC1, O=C([O-])O, O=S1(=O)CCNCC1. The product is CN(c1cccc2cc(C3=NCC(CN4CCS(=O)(=O)CC4)S3)[nH]c12)S(=O)(=O)c1cccs1. RXN SMILES: [C:35]([O:36][BH-:37]([O:38][C:39](=[O:40])[CH3:41])[O:42][C:43](=[O:44])[CH3:45])(=[O:46])[CH3:47].[CH:1](=[O:2])[CH:3]1[CH2:4][N:5]=[C:6]([c:8]2[nH:9][c:10]3[c:11]([N:17]([S:18](=[O:19])(=[O:20])[c:21]4[s:22][cH:23][cH:24][cH:25]4)[CH3:26])[cH:12][cH:13][cH:14][c:15]3[cH:16]2)[S:7]1.[Na+:48].[Na+:49].[O:54]1[CH2:55][CH2:56][CH2:57][CH2:58]1.[OH:50][C:51](=[O:52])[O-:53].[S:27]1(=[O:33])(=[O:34])[CH2:28][CH2:29][NH:30][CH2:31][CH2:32]1>>[CH2:1]([CH:3]1[CH2:4][N:5]=[C:6]([c:8]2[nH:9][c:10]3[c:11]([N:17]([S:18](=[O:19])(=[O:20])[c:21]4[s:22][cH:23][cH:24][cH:25]4)[CH3:26])[cH:12][cH:13][cH:14][c:15]3[cH:16]2)[S:7]1)[N:30]1[CH2:29][CH2:28][S:27](=[O:33])(=[O:34])[CH2:32][CH2:31]1. The reactants are C(C=C)Br (allyl bromide), C(C1=CC=CC=C1)N1S(=O)(=O)C2=C(C=CC(=C2C1=O)OCC)O (2-benzyl-4-ethoxy-7-hydroxysaccharin), C(C=C)Br (allyl bromide), C([O-])([O-])=O.[K+].[K+] (potassium carbonate), ice water. The solvent is C(C)C(=O)C (methyl ethyl ketone). Reaction conditions: temperature 80 celsius. Product: C(C1=CC=CC=C1)N1S(=O)(=O)C2=C(C=CC(=C2C1=O)OCC)OCC=C (2-benzyl-4-ethoxy-7-allyloxysaccharin). Yield: 96.0%. As a reaction SMILES: [CH2:1]([N:8]1[C:18](=[O:19])[C:17]2[C:12](=[C:13]([OH:23])[CH:14]=[CH:15][C:16]=2[O:20][CH2:21][CH3:22])[S:9]1(=[O:11])=[O:10])[C:2]1[CH:7]=[CH:6][CH:5]=[CH:4][CH:3]=1.[CH2:24](Br)[CH:25]=[CH2:26].C(=O)([O-])[O-].[K+].[K+]>C(C(C)=O)C>[CH2:1]([N:8]1[C:18](=[O:19])[C:17]2[C:12](=[C:13]([O:23][CH2:26][CH:25]=[CH2:24])[CH:14]=[CH:15][C:16]=2[O:20][CH2:21][CH3:22])[S:9]1(=[O:11])=[O:10])[C:2]1[CH:7]=[CH:6][CH:5]=[CH:4][CH:3]=1 |f:2.3.4|. Procedure details: A mixture of 2-benzyl-4-ethoxy-7-hydroxysaccharin (1.0 g), allyl bromide (0.36 g), potassium carbonate (0.62 g) and methyl ethyl ketone (about 20 mL) was heated at 80° C. for one hour. More allyl bromide (0.36 g) was added and heating at 80° C. was continued for one and one-half hours. The mixture was cooled and poured into ice-water (500 mL). The solid was collected affording 2-benzyl-4-ethoxy-7-allyloxysaccharin, 1.08 g, 96% yield, mp 148°-149° C. The reactants are C1(=CC=CC=C1)C=1C2=C(NN1)C1=CC=CC=C1C2=O (3-phenylindeno[1,2-c]pyrazol-4(1H)-one), [BH4-].[Na+] (sodium borohydride), C(C)O (ethanol). Run in O (water). Conditions: time 72 hour. Product: C1(=CC=CC=C1)C=1C2=C(NN1)C1=CC=CC=C1C2O (3-phenyl-1,4-dihydroindeno[1,2-c]pyrazol-4-ol). RXN SMILES: [C:1]1([C:7]2[C:8]3[C:18](=[O:19])[C:17]4[C:12](=[CH:13][CH:14]=[CH:15][CH:16]=4)[C:9]=3[NH:10][N:11]=2)[CH:6]=[CH:5][CH:4]=[CH:3][CH:2]=1.[BH4-].[Na+].C(O)C>O>[C:1]1([C:7]2[C:8]3[CH:18]([OH:19])[C:17]4[C:12](=[CH:13][CH:14]=[CH:15][CH:16]=4)[C:9]=3[NH:10][N:11]=2)[CH:2]=[CH:3][CH:4]=[CH:5][CH:6]=1 |f:1.2|. Procedure details: A mixture of 3-phenylindeno[1,2-c]pyrazol-4(1H)-one (0.86 g), sodium borohydride (0.26 g) and absolute ethanol (200 ml) was stirred at ambient temperature for 72 hours. The mixture was filtered to remove a small amount of solid which was discarded and the filtrate was concentrated under reduced pressure to low volume whereupon crystals were formed. This suspension was diluted with water to approximately 250 ml and the solid was collected by filtration and recrystallized from methanol to give 3-p... The reactants are CC1=CC=C(CCC2=C(C(=O)O)C=CC=N2)C=C1 (2 -(p-methylphenethyl)nicotinic acid), polyphosphoric acid, O.N (ammonia water). The solvent is C(Cl)(Cl)(Cl)Cl (carbon tetrachloride). Conditions: temperature 140 celsius, time 1 hour. Yields the product CC=1C=CC2=C(C(C=3C(=NC=CC3)CC2)=O)C1 (7-methyl-10,11-dihydro-5H-benzo[4,5]cyclohepta[1,2-b]pyridin-5-one). Isolated yield 88.9%. Reaction SMILES: [CH3:1][C:2]1[CH:18]=[CH:17][C:5]([CH2:6][CH2:7][C:8]2[N:16]=[CH:15][CH:14]=[CH:13][C:9]=2[C:10]([OH:12])=O)=[CH:4][CH:3]=1.O.N>C(Cl)(Cl)(Cl)Cl>[CH3:1][C:2]1[CH:3]=[CH:4][C:5]2[CH2:6][CH2:7][C:8]3=[N:16][CH:15]=[CH:14][CH:13]=[C:9]3[C:10](=[O:12])[C:17]=2[CH:18]=1 |f:1.2|. Procedure details: A mixture consisting of 7.23 g of 2 -(p-methylphenethyl)nicotinic acid and 94.00 g of polyphosphoric acid was stirred for 1 hour at 140° C. The reaction mixture was poured into 94 ml of concentrated ammonia water with ice-cooling. To the resulting mixture was added carbon tetrachloride, and the organic layer was separated and dried over anhydrous magnesium sulfate. The solvent was removed by distillation under reduced pressure to obtain 5.95 g of brown oily 7-methyl-10,11-dihydro-5H-benzo[4,5]cy...